This data is from the Open Reaction Database (ORD), a public repository of structured organic reaction records. The task is: describe an organic reaction: reactants, conditions, products, and yield The reactants are N1CCOCC1 (morpholine), ON1N=NC2=C1C=CC=C2 (1-hydroxybenzotriazole), Cl.C(C)N=C=NCCCN(C)C (1-ethyl-3-(3-dimethylaminopropyl)carbodiimide hydrochloride), ClC=1C=CC(=NC1)NC(=O)C1=C(C2=NC(=CC=C2O1)C(=O)O)NC(=O)[C@@H]1CC[C@H](CC1)N1C(COCC1)=O (2-{[(5-Chloropyridin-2-yl)amino]carbonyl}-3-({[trans-4-(3-oxomorpholin-4-yl)cyclohexyl]carbonyl}amino)furo[3,2-b]pyridine-5-carboxylic acid). Run in CN(C=O)C (N,N-dimethylformamide), C(C)(=O)OCC.O1CCCC1 (ethyl acetate tetrahydrofuran). Run at time 15 hour. Product: ClC=1C=CC(=NC1)NC(=O)C1=C(C2=NC(=CC=C2O1)C(=O)N1CCOCC1)NC(=O)[C@@H]1CC[C@H](CC1)N1C(COCC1)=O (N-(5-Chloropyridin-2-yl)-5-(morpholin-4-ylcarbonyl)-3-({[trans-4-(3-oxomorpholin-4-yl)cyclohexyl]carbonyl}amino)furo[3,2-b]pyridine-2-carboxamide). Reaction SMILES: [Cl:1][C:2]1[CH:3]=[CH:4][C:5]([NH:8][C:9]([C:11]2[O:19][C:18]3[C:13](=[N:14][C:15]([C:20]([OH:22])=O)=[CH:16][CH:17]=3)[C:12]=2[NH:23][C:24]([C@H:26]2[CH2:31][CH2:30][C@H:29]([N:32]3[CH2:37][CH2:36][O:35][CH2:34][C:33]3=[O:38])[CH2:28][CH2:27]2)=[O:25])=[O:10])=[N:6][CH:7]=1.[NH:39]1[CH2:44][CH2:43][O:42][CH2:41][CH2:40]1.ON1C2C=CC=CC=2N=N1.Cl.C(N=C=NCCCN(C)C)C>CN(C)C=O.C(OCC)(=O)C.O1CCCC1>[Cl:1][C:2]1[CH:3]=[CH:4][C:5]([NH:8][C:9]([C:11]2[O:19][C:18]3[C:13](=[N:14][C:15]([C:20]([N:39]4[CH2:44][CH2:43][O:42][CH2:41][CH2:40]4)=[O:22])=[CH:16][CH:17]=3)[C:12]=2[NH:23][C:24]([C@H:26]2[CH2:27][CH2:28][C@H:29]([N:32]3[CH2:37][CH2:36][O:35][CH2:34][C:33]3=[O:38])[CH2:30][CH2:31]2)=[O:25])=[O:10])=[N:6][CH:7]=1 |f:3.4,6.7|. Procedure details: 2-{[(5-Chloropyridin-2-yl)amino]carbonyl}-3-({[trans-4-(3-oxomorpholin-4-yl)cyclohexyl]carbonyl}amino)furo[3,2-b]pyridine-5-carboxylic acid (100 mg) obtained in Example 79 is dissolved in N,N-dimethylformamide (3 ml), and thereto are added successively morpholine (32 μl), 1-hydroxybenzotriazole (50 mg) and 1-ethyl-3-(3-dimethylaminopropyl)carbodiimide hydrochloride (71 mg), and the mixture is stirred at room temperature for 15 hours. The reaction solution is diluted with ethyl acetate-tetrahydro... The reactants are CC1=C(C(=O)OC(C)C)C(=CC=C1)C (isopropyl 2,6-dimethylbenzoate), ClN1C(CCC1=O)=O (N-chlorosuccinimide). Reagents/catalysts: CC(C)(C#N)N=NC(C)(C)C#N (AIBN). The solvent is C(Cl)(Cl)(Cl)Cl (carbon tetrachloride). Product: ClCC1=C(C(=O)OC(C)C)C(=CC=C1)C (isopropyl 2-chloromethyl-6-methylbenzoate). Isolated yield 96.5%. RXN SMILES: [CH3:1][C:2]1[CH:13]=[CH:12][CH:11]=[C:10]([CH3:14])[C:3]=1[C:4]([O:6][CH:7]([CH3:9])[CH3:8])=[O:5].[Cl:15]N1C(=O)CCC1=O>C(Cl)(Cl)(Cl)Cl.CC(N=NC(C#N)(C)C)(C#N)C>[Cl:15][CH2:1][C:2]1[CH:13]=[CH:12][CH:11]=[C:10]([CH3:14])[C:3]=1[C:4]([O:6][CH:7]([CH3:9])[CH3:8])=[O:5]. Procedure details: 19.2 g of isopropyl 2,6-dimethylbenzoate are initially charged in 100 ml of carbon tetrachloride admixed at room temperature with 13.3 g of N-chlorosuccinimide and 200 mg of AIBN. The mixture is heated to reflux for 3 h. After the mixture has been cooled, it is filtered with suction, and the succinimide is washed with 20 ml of carbon tetrachloride. The filtrates are combined, and carbon tetrachloride is distilled off in vacuo. 21.8 g of colorless liquid are obtained. The product is distilled und... Starting materials: C([O-])([O-])=O.[Cs+].[Cs+] (cesium carbonate), BrCCO (2-bromoethanol), ClC1=CC=C(S1)C(=O)NCC=1N=NN(C1)C1=CC=C(C=C1)N1C(C(=CC=C1)O)=O (5-Chloro-N-((1-(4-(3-hydroxy-2-oxopyridin-1(2H)-yl)phenyl)-1H-1,2,3-triazol-4-yl)methyl)thiophene-2-carboxamide). The solvent is CS(=O)C (DMSO). Conditions: temperature 70 celsius, time 30 minute. Product: ClC1=CC=C(S1)C(=O)NCC=1N=NN(C1)C1=CC=C(C=C1)N1C(C(=CC=C1)OCCO)=O (5-Chloro-N-((1-(4-(3-(2-hydroxyethoxy)-2-oxopyridin-1(2H)-yl)phenyl)-1H-1,2,3-triazol-4-yl)methyl)thiophene-2-carboxamide). Reaction SMILES: [Cl:1][C:2]1[S:6][C:5]([C:7]([NH:9][CH2:10][C:11]2[N:12]=[N:13][N:14]([C:16]3[CH:21]=[CH:20][C:19]([N:22]4[CH:27]=[CH:26][CH:25]=[C:24]([OH:28])[C:23]4=[O:29])=[CH:18][CH:17]=3)[CH:15]=2)=[O:8])=[CH:4][CH:3]=1.C(=O)([O-])[O-].[Cs+].[Cs+].Br[CH2:37][CH2:38][OH:39]>CS(C)=O>[Cl:1][C:2]1[S:6][C:5]([C:7]([NH:9][CH2:10][C:11]2[N:12]=[N:13][N:14]([C:16]3[CH:17]=[CH:18][C:19]([N:22]4[CH:27]=[CH:26][CH:25]=[C:24]([O:28][CH2:37][CH2:38][OH:39])[C:23]4=[O:29])=[CH:20][CH:21]=3)[CH:15]=2)=[O:8])=[CH:4][CH:3]=1 |f:1.2.3|. Procedure details: 5-Chloro-N-((1-(4-(3-hydroxy-2-oxopyridin-1(2H)-yl)phenyl)-1H-1,2,3-triazol-4-yl)methyl)thiophene-2-carboxamide (30 mg, 0.07 mmol, prepared as shown in EXAMPLE 61) was dissolved in 2 mL DMSO. To it were added cesium carbonate (69 mg, 0.21 mmol) and 2-bromoethanol (10 μL, 0.14 mmol). The mixture was stirred in a sealed tube at 70° C. for 30 min, and was directly subjected to reverse phase prep HPLC to isolate the title compound. MS found for C21H18ClN5O4S (M+H)+ 472.1, 474.1 (Cl pattern). The reactants are COc1ccc2cc(Br)ccc2c1, C1CCOC1, CN(C)C=O, [Li]CCCC. The product is COc1ccc2cc(C=O)ccc2c1. Reaction SMILES: [Br:6][c:7]1[cH:8][c:9]2[cH:10][cH:11][c:12]([O:17][CH3:18])[cH:13][c:14]2[cH:15][cH:16]1.[CH2:24]1[O:25][CH2:26][CH2:27][CH2:28]1.[CH3:19][N:20]([CH:21]=[O:22])[CH3:23].[Li:1][CH2:2][CH2:3][CH2:4][CH3:5]>>[c:7]1([CH:21]=[O:22])[cH:8][c:9]2[cH:10][cH:11][c:12]([O:17][CH3:18])[cH:13][c:14]2[cH:15][cH:16]1.